The task is: describe an organic reaction: reactants, conditions, products, and yield. This data is from the Open Reaction Database (ORD), a public repository of structured organic reaction records. Starting materials: COc1ccc(P2(=S)SP(=S)(c3ccc(OC)cc3)S2)cc1, Cc1ccccc1C, CC1(C)OC(=O)Nc2ccc(-c3cccc(Cl)c3)cc21. Yields the product CC1(C)OC(=S)Nc2ccc(-c3cccc(Cl)c3)cc21. As a reaction SMILES: [CH3:21][O:22][c:23]1[cH:24][cH:25][c:26]([P:27]2(=[S:30])[S:28][P:29]([c:31]3[cH:32][cH:33][c:34]([O:35][CH3:36])[cH:37][cH:38]3)(=[S:39])[S:40]2)[cH:41][cH:42]1.[CH3:43][c:44]1[c:45]([CH3:46])[cH:47][cH:48][cH:49][cH:50]1.[Cl:1][c:2]1[cH:3][c:4](-[c:8]2[cH:9][c:10]3[c:11]([cH:19][cH:20]2)[NH:12][C:13](=[O:18])[O:14][C:15]3([CH3:16])[CH3:17])[cH:5][cH:6][cH:7]1>>[Cl:1][c:2]1[cH:3][c:4](-[c:8]2[cH:9][c:10]3[c:11]([cH:19][cH:20]2)[NH:12][C:13](=[S:30])[O:14][C:15]3([CH3:16])[CH3:17])[cH:5][cH:6][cH:7]1. Starting materials: C1=NN=CC2=CC=CC=C12 (phthalazine), solution, C(CCC)[Li] (butyllithium), BrC1=CC=C(C=C1)F (1-bromo-4-fluoro-benzene), O (water). The solvent is O1CCCC1 (tetrahydrofuran), CCCCCC (hexane), O1CCCC1 (tetrahydrofuran). Product: FC1=CC=C(C=C1)C1NN=CC2=CC=CC=C12 ((RS)-1-(4-fluoro-phenyl)-1,2-dihydro-phthalazine). Isolated yield 85.7%. As a reaction SMILES: C([Li])CCC.Br[C:7]1[CH:12]=[CH:11][C:10]([F:13])=[CH:9][CH:8]=1.[CH:14]1[C:23]2[C:18](=[CH:19][CH:20]=[CH:21][CH:22]=2)[CH:17]=[N:16][N:15]=1.O>CCCCCC.O1CCCC1>[F:13][C:10]1[CH:11]=[CH:12][C:7]([CH:17]2[C:18]3[C:23](=[CH:22][CH:21]=[CH:20][CH:19]=3)[CH:14]=[N:15][NH:16]2)=[CH:8][CH:9]=1. Reported procedure: 5.53 ml of a 1.6 M solution of butyllithium in hexane are added dropwise at -78° C. within 20 min. to a solution of 1.48 g of 1-bromo-4-fluoro-benzene in 5 ml of tetrahydrofuran. The resulting white suspension is stirred for a further hour. A solution of 1 g of phthalazine in 5 ml of tetrahydrofuran is added dropwise at -78° C. within 10 min. The reaction mixture is left to warm to room temperature, treated with 50 ml of water and extracted 3 times with 50 ml of dichloromethane each time. The or... Reactants: C(CC(=O)OCC)(=O)OCC (diethyl malonate), BrCC1=CC=C(C=C1)C(C(C)(C)C)=O (α-bromo-p-pivaloyl toluene), O (Water), ( 0.194 ), [H-].[Na+] (sodium hydride). The solvent is CC(=O)N(C)C (dimethylacetamide), CC(=O)N(C)C (dimethylacetamide), CC(=O)N(C)C (dimethylacetamide). Conditions: time 2 hour. Yields the product C(C)OC(C(C(=O)OCC)(CC1=CC=C(C=C1)C(C(C)(C)C)=O)CC1=CC=C(C=C1)C(C(C)(C)C)=O)=O (bis-(p-pivaloylbenzyl)malonic acid diethyl ester). RXN SMILES: [H-].[Na+].[C:3]([O:11][CH2:12][CH3:13])(=[O:10])[CH2:4][C:5]([O:7][CH2:8][CH3:9])=[O:6].Br[CH2:15][C:16]1[CH:21]=[CH:20][C:19]([C:22](=[O:27])[C:23]([CH3:26])([CH3:25])[CH3:24])=[CH:18][CH:17]=1.[OH2:28]>CC(N(C)C)=O>[CH2:12]([O:11][C:3](=[O:10])[C:4]([CH2:15][C:16]1[CH:21]=[CH:20][C:19]([C:22](=[O:28])[C:23]([CH3:26])([CH3:25])[CH3:24])=[CH:18][CH:17]=1)([CH2:15][C:16]1[CH:21]=[CH:20][C:19]([C:22](=[O:27])[C:23]([CH3:26])([CH3:25])[CH3:24])=[CH:18][CH:17]=1)[C:5]([O:7][CH2:8][CH3:9])=[O:6])[CH3:13] |f:0.1|. Reported procedure: To a cold suspension of 4.66 g (0.194) mole of sodium hydride in 200 ml dimethylacetamide there is added dropwise 28.2 g (0.176 mole) diethyl malonate in 80 ml of dimethylacetamide maintaining the temperature between 0° and 5°C. Stirring is initiated for two hours at room-temperature and there is then added 40.8 g(0.16 mole) of α-bromo-p-pivaloyl toluene in 200 ml of dimethylacetamide maintaining the reaction temperature between 20° and 30°C. Stirring is continued overnight at room temperature. ... Starting materials: BrC=1C(=NC(=NC1S(=O)C)N)C=1OC=CC1 (5-bromo-4-furan-2-yl-6-methanesulfinyl-pyrimidin-2-yl-amine), M{79Br} H+, M{81Br} H+, M{81Br} H-MeOCH═CH2, COCCO (2-methoxyethanol), C1CCC2=NCCCN2CC1 (DBU), M{81Br} H-MeOCH═CH2. Run in O1CCOCC1 (dioxane). The product is BrC=1C(=NC(=NC1OCCOC)N)C=1OC=CC1 (5-Bromo-4-furan-2-yl-6-(2-methoxy-ethoxy)-pyrimidin-2-yl-amine). Reaction SMILES: [Br:1][C:2]1[C:3]([C:12]2[O:13][CH:14]=[CH:15][CH:16]=2)=[N:4][C:5]([NH2:11])=[N:6][C:7]=1S(C)=O.[CH3:17][O:18][CH2:19][CH2:20][OH:21].C1CCN2C(=NCCC2)CC1>O1CCOCC1>[Br:1][C:2]1[C:3]([C:12]2[O:13][CH:14]=[CH:15][CH:16]=2)=[N:4][C:5]([NH2:11])=[N:6][C:7]=1[O:21][CH2:20][CH2:19][O:18][CH3:17]. Procedure: From 5-bromo-4-furan-2-yl-6-methanesulfinyl-pyrimidin-2-yl-amine, 2-methoxyethanol and DBU in dioxane. ES-MS m/e (%): 316 (M{81Br}+H+, 96), 314 (M{79Br}+H+, 100), 258 ([M{81Br}+H-MeOCH═CH2]+, 70), 256 ([M{81Br}+H-MeOCH═CH2]+, 75). The reactants are CC(=O)O, CS(=O)(=O)CCOC(=O)CC(=O)CCl, O=N[O-], [Na+], O. Yields the product CS(=O)(=O)CCOC(=O)C(=NO)C(=O)CCl. As a reaction SMILES: [CH3:19][C:20](=[O:21])[OH:22].[Cl:1][CH2:2][C:3]([CH2:4][C:5](=[O:6])[O:7][CH2:8][CH2:9][S:10](=[O:11])(=[O:12])[CH3:13])=[O:14].[N:15](=[O:16])[O-:17].[Na+:18].[OH2:23]>>[Cl:1][CH2:2][C:3]([C:4]([C:5](=[O:6])[O:7][CH2:8][CH2:9][S:10](=[O:11])(=[O:12])[CH3:13])=[N:15][OH:16])=[O:14]. Starting materials: CC(C)(C)[Si](C)(C)OCCOc1cc(CC(=O)N2C=CC(=O)CC2c2ccc(F)cc2)c(Br)cc1F, C1CCOC1, CC(=O)O, O. Product: O=C1C=CN(C(=O)Cc2cc(OCCO)c(F)cc2Br)C(c2ccc(F)cc2)C1. RXN SMILES: [Br:10][c:11]1[c:12]([CH2:29][C:30](=[O:31])[N:32]2[CH:33]([c:39]3[cH:40][cH:41][c:42]([F:45])[cH:43][cH:44]3)[CH2:34][C:35](=[O:38])[CH:36]=[CH:37]2)[cH:13][c:14]([O:18][CH2:19][CH2:20][O:21][Si:22]([C:23]([CH3:24])([CH3:25])[CH3:26])([CH3:27])[CH3:28])[c:15]([F:17])[cH:16]1.[CH2:5]1[O:6][CH2:7][CH2:8][CH2:9]1.[CH3:1][C:2](=[O:3])[OH:4].[OH2:46]>>[Br:10][c:11]1[c:12]([CH2:29][C:30](=[O:31])[N:32]2[CH:33]([c:39]3[cH:40][cH:41][c:42]([F:45])[cH:43][cH:44]3)[CH2:34][C:35](=[O:38])[CH:36]=[CH:37]2)[cH:13][c:14]([O:18][CH2:19][CH2:20][OH:21])[c:15]([F:17])[cH:16]1. Starting materials: ClC1=C(C=CC=C1)C(CC1=CC=C(C=C1)Cl)=O (1-(2-chlorophenyl)-2-(4-chlorophenyl)ethanone), COC(N(C)C)OC (N,N-dimethyformamide dimethyl acetal). Run in CN(C)C=O (DMF). Conditions: temperature 75 celsius, time 16 hour. Product: ClC1=C(C=CC=C1)C(C(=CN(C)C)C1=CC=C(C=C1)Cl)=O (1-(2-Chlorophenyl)-2-(4-chlorophenyl)-3-(dimethylamino)prop-2-en-1-one). Reaction SMILES: [Cl:1][C:2]1[CH:7]=[CH:6][CH:5]=[CH:4][C:3]=1[C:8](=[O:17])[CH2:9][C:10]1[CH:15]=[CH:14][C:13]([Cl:16])=[CH:12][CH:11]=1.CO[CH:20](OC)[N:21]([CH3:23])[CH3:22]>CN(C=O)C>[Cl:1][C:2]1[CH:7]=[CH:6][CH:5]=[CH:4][C:3]=1[C:8](=[O:17])[C:9]([C:10]1[CH:11]=[CH:12][C:13]([Cl:16])=[CH:14][CH:15]=1)=[CH:20][N:21]([CH3:23])[CH3:22]. Reported procedure: To 13.2 g of 1-(2-chlorophenyl)-2-(4-chlorophenyl)ethanone in 100 mL of DMF was added 23.8 g of N,N-dimethyformamide dimethyl acetal. The mixture was stirred at 75° C. for 16 hours. The solution was then concentrated and used without further purification in the next step. The reactants are FC1=C(C=CC=C1)NC(NC1=CC=C(C=C1)C=1C=C2CN(C(C2=CC1)=O)[C@H](C(=O)OC)C(C)C)=S ((S)-Methyl 2-(5-(4-(3-(2-fluorophenyl)thioureido)phenyl)-1-oxoisoindolin-2-yl)-3-methylbutanoate), NC1=CC=C(C=C1)C=1C=C2CN(C(C2=CC1)=O)[C@H](C(=O)OC)C(C)C ((S)-Methyl 2-(5-(4-aminophenyl)-1-oxoisoindolin-2-yl)-3-methylbutanoate), COC1=C(C=CC=C1)N=C=S (2-methoxyphenyl isothiocyanate), compound, compound. Product: COC1=C(C=CC=C1)NC(NC1=CC=C(C=C1)C=1C=C2CN(C(C2=CC1)=O)[C@H](C(=O)OC)C(C)C)=S ((S)-Methyl 2-(5-(4-(3-(2-methoxyphenyl)thioureido)phenyl)-1-oxoisoindolin-2-yl)-3-methylbutanoate). As a reaction SMILES: F[C:2]1[CH:7]=[CH:6][CH:5]=[CH:4][C:3]=1[NH:8][C:9](=[S:35])[NH:10][C:11]1[CH:16]=[CH:15][C:14]([C:17]2[CH:18]=[C:19]3[C:23](=[CH:24][CH:25]=2)[C:22](=[O:26])[N:21]([C@@H:27]([CH:32]([CH3:34])[CH3:33])[C:28]([O:30][CH3:31])=[O:29])[CH2:20]3)=[CH:13][CH:12]=1.NC1C=CC(C2C=C3C(=CC=2)[C:48](=[O:52])N([C@@H](C(C)C)C(OC)=O)C3)=CC=1.COC1C=CC=CC=1N=C=S>>[CH3:48][O:52][C:2]1[CH:7]=[CH:6][CH:5]=[CH:4][C:3]=1[NH:8][C:9](=[S:35])[NH:10][C:11]1[CH:16]=[CH:15][C:14]([C:17]2[CH:18]=[C:19]3[C:23](=[CH:24][CH:25]=2)[C:22](=[O:26])[N:21]([C@@H:27]([CH:32]([CH3:34])[CH3:33])[C:28]([O:30][CH3:31])=[O:29])[CH2:20]3)=[CH:13][CH:12]=1. Reported procedure: The compound of example 280 was prepared analogous to compound of example 256 by reaction of compound of example 223 with 2-methoxyphenyl isothiocyanate. The compound of example 280 was used directly without isolation, for the preparation of compound of example 281. Reactants: C(C)(C)(C)OC(=O)C1=NC=CC(=C1)OC1=CC2=C(N(C(=N2)NC2=CC=C(C=C2)CC)C)C=C1 (tert-butyl4-(2-{[4-ethylphenyl]amino)-1-methylbenzimidazol-5-yloxy)pyridine-2-carboxylate), C(C)(C)(C)OC(=O)C1=NC=CC(=C1)OC1=CC(=C(C=C1)NC)N (tert-butyl4-[3-amino-4-(methylamino)phenoxy]pyridine-2-carboxylate), NC(=S)N (thiourea), IC (iodomethane), FC(C(=O)O)(F)F (trifluoroacetic acid). The solvent is CO (methanol), C(Cl)Cl (methylene chloride). Run at time 16 hour. The product is C(C)C1=CC=C(C=C1)NC1=NC2=C(N1C)C=CC(=C2)OC2(NC=CC=C2)C(=O)O (2-{[4-ethylphenylamino)-1-methylbenzimidazol-5-yloxy)pyridine-2-carboxylic acid). As a reaction SMILES: C([O:5][C:6]([C:8]1[CH:13]=[C:12](OC2C=CC(NC)=C(N)C=2)[CH:11]=[CH:10][N:9]=1)=[O:7])(C)(C)C.NC(N)=S.IC.C(OC(C1C=C([O:43][C:44]2[CH:62]=[CH:61][C:47]3[N:48]([CH3:60])[C:49]([NH:51][C:52]4[CH:57]=[CH:56][C:55]([CH2:58][CH3:59])=[CH:54][CH:53]=4)=[N:50][C:46]=3[CH:45]=2)C=CN=1)=O)(C)(C)C.FC(F)(F)C(O)=O>CO.C(Cl)Cl>[CH2:58]([C:55]1[CH:56]=[CH:57][C:52]([NH:51][C:49]2[N:48]([CH3:60])[C:47]3[CH:61]=[CH:62][C:44]([O:43][C:8]4([C:6]([OH:7])=[O:5])[CH:13]=[CH:12][CH:11]=[CH:10][NH:9]4)=[CH:45][C:46]=3[N:50]=2)=[CH:53][CH:54]=1)[CH3:59]. Reported procedure: To tert-butyl4-[3-amino-4-(methylamino)phenoxy]pyridine-2-carboxylate (1 eq) in methanol was added 4-ethylbenzeneisothiocyanate (1 eq) and stir at ambient temperature for 16 h. Formation of the corresponding thiourea was followed by LC/MS. To it was then added iodomethane (1 eq) and heated to 60° C. for 2 h. Formation of tert-butyl4-(2-{[4-ethylphenyl]amino)-1-methylbenzimidazol-5-yloxy)pyridine-2-carboxylate was followed by LC/MS. To it in methylene chloride was added trifluoroacetic acid and s... The reactants are ClC1=CC=C(N)C=C1 (4-chloroaniline), C(C)(=O)N1C(C(C2=CC(=CC=C12)[N+](=O)[O-])=C(C1=CC=CC=C1)OC)=O (1-acetyl-3-(1-methoxy-1-phenyl-methylidene)-5-nitro-2-indolinone), N (ammonia). Solvent: ClCCl (dichloromethane). Run at time 72 hour. Yields the product ClC1=CC=C(C=C1)N\C(\C1=CC=CC=C1)=C\1/C(NC2=CC=C(C=C12)[N+](=O)[O-])=O ((Z)-3-[1-(4-chlorophenylamino)-1-phenyl-methylidene]-5-nitro-2-indolinone). As a reaction SMILES: C([N:4]1[C:12]2[C:7](=[CH:8][C:9]([N+:13]([O-:15])=[O:14])=[CH:10][CH:11]=2)[C:6](=[C:16](OC)[C:17]2[CH:22]=[CH:21][CH:20]=[CH:19][CH:18]=2)[C:5]1=[O:25])(=O)C.[Cl:26][C:27]1[CH:33]=[CH:32][C:30]([NH2:31])=[CH:29][CH:28]=1.N>ClCCl>[Cl:26][C:27]1[CH:33]=[CH:32][C:30]([NH:31]/[C:16](=[C:6]2\[C:5](=[O:25])[NH:4][C:12]3[C:7]\2=[CH:8][C:9]([N+:13]([O-:15])=[O:14])=[CH:10][CH:11]=3)/[C:17]2[CH:22]=[CH:21][CH:20]=[CH:19][CH:18]=2)=[CH:29][CH:28]=1. Reported procedure: 0.5 g (1.5 mmol) of 1-acetyl-3-(1-methoxy-1-phenyl-methylidene)-5-nitro-2-indolinone are dissolved in 20 ml of dichloromethane and after the addition of 0.57 g (4.5 mmol) of 4-chloroaniline stirred for 72 hours at ambient temperature. Then 3 ml of methanolic ammonia are added and stirred for 48 hours. After removal of the solvent in vacuo the residue is triturated with ether, suction filtered and dried.